This data is from the Open Reaction Database (ORD), a public repository of structured organic reaction records. The task is: describe an organic reaction: reactants, conditions, products, and yield Starting materials: CN1Cc2c(C(=O)OC(C)(C)C)ncn2-c2ccccc2C1=O, COc1ccc(P2(=S)SP(=S)(c3ccc(OC)cc3)S2)cc1, Cc1ccccc1, O. Yields the product CN1Cc2c(C(=O)OC(C)(C)C)ncn2-c2ccccc2C1=S. As a reaction SMILES: [CH3:1][N:2]1[CH2:3][c:4]2[n:5]([cH:14][n:15][c:16]2[C:17](=[O:18])[O:19][C:20]([CH3:21])([CH3:22])[CH3:23])-[c:6]2[c:7]([cH:10][cH:11][cH:12][cH:13]2)[C:8]1=[O:9].[CH3:24][O:25][c:26]1[cH:27][cH:28][c:29]([P:30]2(=[S:31])[S:32][P:34](=[S:35])([c:36]3[cH:37][cH:38][c:39]([O:40][CH3:41])[cH:42][cH:43]3)[S:33]2)[cH:44][cH:45]1.[CH3:47][c:48]1[cH:49][cH:50][cH:51][cH:52][cH:53]1.[OH2:46]>>[CH3:1][N:2]1[CH2:3][c:4]2[n:5]([cH:14][n:15][c:16]2[C:17](=[O:18])[O:19][C:20]([CH3:21])([CH3:22])[CH3:23])-[c:6]2[c:7]([cH:10][cH:11][cH:12][cH:13]2)[C:8]1=[S:33]. The reactants are N#Cc1ccc(B(O)O)cc1, O=C([O-])[O-], C1COCCO1, CC1CN(C(=O)OC(C)(C)C)CCN1c1nnc(Cl)c2ccccc12, [Cs+], [Cs+], O. Yields the product CC1CN(C(=O)OC(C)(C)C)CCN1c1nnc(-c2ccc(C#N)cc2)c2ccccc12. RXN SMILES: [C:26](#[N:27])[c:28]1[cH:29][cH:30][c:31]([B:34]([OH:35])[OH:36])[cH:32][cH:33]1.[C:37](=[O:38])([O-:39])[O-:40].[CH2:43]1[O:44][CH2:45][CH2:46][O:47][CH2:48]1.[Cl:1][c:2]1[n:3][n:4][c:5]([N:12]2[CH:13]([CH3:25])[CH2:14][N:15]([C:18](=[O:19])[O:20][C:21]([CH3:22])([CH3:23])[CH3:24])[CH2:16][CH2:17]2)[c:6]2[cH:7][cH:8][cH:9][cH:10][c:11]12.[Cs+:41].[Cs+:42].[OH2:49]>>[c:2]1(-[c:31]2[cH:30][cH:29][c:28]([C:26]#[N:27])[cH:33][cH:32]2)[n:3][n:4][c:5]([N:12]2[CH:13]([CH3:25])[CH2:14][N:15]([C:18](=[O:19])[O:20][C:21]([CH3:22])([CH3:23])[CH3:24])[CH2:16][CH2:17]2)[c:6]2[cH:7][cH:8][cH:9][cH:10][c:11]12. Starting materials: ice, [H-].[Al+3].[Li+].[H-].[H-].[H-] (lithium aluminum hydride), O (water), C1(=CC=CC=C1)[Sn](C1=CC=CC=C1)(Cl)Cl (diphenyltin dichloride). Run in CCOCC (ether), CCOCC (ether). Reaction conditions: time 30 minute. The product is C1(=CC=CC=C1)[SnH2]C1=CC=CC=C1 (diphenyltin hydride). As a reaction SMILES: [H-].[Al+3].[Li+].[H-].[H-].[H-].[C:7]1([Sn:13](Cl)(Cl)[C:14]2[CH:19]=[CH:18][CH:17]=[CH:16][CH:15]=2)[CH:12]=[CH:11][CH:10]=[CH:9][CH:8]=1.O>CCOCC>[C:14]1([SnH2:13][C:7]2[CH:8]=[CH:9][CH:10]=[CH:11][CH:12]=2)[CH:15]=[CH:16][CH:17]=[CH:18][CH:19]=1 |f:0.1.2.3.4.5|. Reported procedure: To an ice-cooled suspension of 0.76 g of lithium aluminum hydride in 15 ml of dry ether, was added 6.88 g of diphenyltin dichloride dissolved in 20 ml of dry ether. After stirring for 30 minutes, 20 ml of water was added to the resulted reaction mixture, and the ether layer was washed with icy water and dried over calcium chloride. The subsequent concentration under reduced pressure gave diphenyltin hydride. The reactants are CCOC(=O)C1=C(NC(=C(C1C=2C=CC=CC2Cl)C(=O)OC)C)COCCN (amlodipine), C(C(O)C(O)C(=O)O)(=O)O ((+) tartaric acid). Solvent: CS(=O)C (DMSO), CS(=O)C (DMSO). Reaction conditions: time 3 hour. Yields the product CCOC(=O)C1=C(NC(=C([C@H]1C2=CC=CC=C2Cl)C(=O)OC)C)COCCN ((+) amlodipine), C([C@H](O)[C@@H](O)C(=O)[O-])(=O)[O-] (L(+) tartarate). Reaction SMILES: [CH3:1][CH2:2][O:3][C:4]([C:6]1[CH:11]([C:12]2[CH:13]=[CH:14][CH:15]=[CH:16][C:17]=2[Cl:18])[C:10]([C:19]([O:21][CH3:22])=[O:20])=[C:9]([CH3:23])[NH:8][C:7]=1[CH2:24][O:25][CH2:26][CH2:27][NH2:28])=[O:5].[C:29]([OH:38])(=[O:37])[CH:30]([CH:32]([C:34]([OH:36])=[O:35])[OH:33])[OH:31]>CS(C)=O>[CH3:1][CH2:2][O:3][C:4]([C:6]1[C@H:11]([C:12]2[C:17]([Cl:18])=[CH:16][CH:15]=[CH:14][CH:13]=2)[C:10]([C:19]([O:21][CH3:22])=[O:20])=[C:9]([CH3:23])[NH:8][C:7]=1[CH2:24][O:25][CH2:26][CH2:27][NH2:28])=[O:5].[C:29]([O-:38])(=[O:37])[C@@H:30]([C@H:32]([C:34]([O-:36])=[O:35])[OH:33])[OH:31]. Procedure details: To a stirred solution of 100 gm (0.245 moles) of RS amlodipine in 150 ml DMSO was added a solution of 9.2 gm (0.06 moles, 0.25 eq) of L (+) tartaric acid in 100 ml DMSO. The solid starts separating from clear solution within 5-10 mins. This was stirred for 3 hrs and solid was filtered off, washed with acetone and dried to give 58.6 gm (40.5%) R (+) amlodipine hemi L(+) tartarate mono DMSO solvate. mp. 160-162° C., 96.8% d.e. by chiral HPLC. The reactants are OC1=C(C=C(C(=O)OC)C=C1)C(=O)NC1CC(CCC1)C(=O)OC (methyl 4-hydroxy-3-({[3-(methoxycarbonyl)cyclohexyl]amino}carbonyl)benzoate), BrC/C=C/C1=CC=C(C=C1)OCCCCOC1=CC=CC=C1 (1-[(1E)-3-bromoprop-1-en-1-yl]-4-(4-phenoxybutoxy)benzene). The product is COC(=O)C1CC(CCC1)NC(=O)C=1C=C(C(=O)OC)C=CC1OC\C=C\C1=CC=C(C=C1)OCCCCOC1=CC=CC=C1 (Methyl 3-({[3-(methoxycarbonyl)cyclohexyl]amino}carbonyl)-4-({(2E)-3-[4-(4-phenoxybutoxy)phenyl]prop-2-en-1-yl}oxy)benzoate). Reaction SMILES: [OH:1][C:2]1[CH:11]=[CH:10][C:5]([C:6]([O:8][CH3:9])=[O:7])=[CH:4][C:3]=1[C:12]([NH:14][CH:15]1[CH2:20][CH2:19][CH2:18][CH:17]([C:21]([O:23][CH3:24])=[O:22])[CH2:16]1)=[O:13].Br[CH2:26]/[CH:27]=[CH:28]/[C:29]1[CH:34]=[CH:33][C:32]([O:35][CH2:36][CH2:37][CH2:38][CH2:39][O:40][C:41]2[CH:46]=[CH:45][CH:44]=[CH:43][CH:42]=2)=[CH:31][CH:30]=1>>[CH3:24][O:23][C:21]([CH:17]1[CH2:18][CH2:19][CH2:20][CH:15]([NH:14][C:12]([C:3]2[CH:4]=[C:5]([CH:10]=[CH:11][C:2]=2[O:1][CH2:26]/[CH:27]=[CH:28]/[C:29]2[CH:34]=[CH:33][C:32]([O:35][CH2:36][CH2:37][CH2:38][CH2:39][O:40][C:41]3[CH:42]=[CH:43][CH:44]=[CH:45][CH:46]=3)=[CH:31][CH:30]=2)[C:6]([O:8][CH3:9])=[O:7])=[O:13])[CH2:16]1)=[O:22]. Procedure: Preparation takes place in analogy to Example 22 from the (+)-B-enantiomer of methyl 4-hydroxy-3-({[3-(methoxycarbonyl)cyclohexyl]amino}carbonyl)benzoate (see Example IX, method 2) and 1-[(1E)-3-bromoprop-1-en-1-yl]-4-(4-phenoxybutoxy)benzene. Reactants: CC=CC(=O)OC, C1CCOC1, CC(C)(C)[O-], CCOC(C)=O, O=S(=O)(Cc1c(F)ccc(F)c1F)c1ccc(Cl)cc1, [K+], O. Product: COC(=O)CC(C)C(c1c(F)ccc(F)c1F)S(=O)(=O)c1ccc(Cl)cc1. Reaction SMILES: [C:21]([CH:22]=[CH:23][CH3:24])(=[O:25])[O:26][CH3:27].[CH2:35]1[O:36][CH2:37][CH2:38][CH2:39]1.[CH3:28][C:29]([CH3:30])([O-:31])[CH3:32].[CH3:40][CH2:41][O:42][C:43](=[O:44])[CH3:45].[Cl:1][c:2]1[cH:3][cH:4][c:5]([S:8](=[O:9])(=[O:10])[CH2:11][c:12]2[c:13]([F:20])[cH:14][cH:15][c:16]([F:19])[c:17]2[F:18])[cH:6][cH:7]1.[K+:33].[OH2:34]>>[Cl:1][c:2]1[cH:3][cH:4][c:5]([S:8](=[O:9])(=[O:10])[CH:11]([c:12]2[c:13]([F:20])[cH:14][cH:15][c:16]([F:19])[c:17]2[F:18])[CH:23]([CH2:22][C:21](=[O:25])[O:26][CH3:27])[CH3:24])[cH:6][cH:7]1. Yields the product COc1c(C)c2c(c(OCC[Si](C)(C)C)c1CCO)C(=O)OC2. The reactants are C1CCOC1, COc1c(C)c2c(c(OCC[Si](C)(C)C)c1CC=O)C(=O)OC2. Reaction SMILES: [CH2:24]1[O:25][CH2:26][CH2:27][CH2:28]1.[CH3:1][O:2][c:3]1[c:4]([CH2:21][CH:22]=[O:23])[c:5]([O:14][CH2:15][CH2:16][Si:17]([CH3:18])([CH3:19])[CH3:20])[c:6]2[c:10]([c:11]1[CH3:12])[CH2:9][O:8][C:7]2=[O:13]>>[CH3:1][O:2][c:3]1[c:4]([CH2:21][CH2:22][OH:23])[c:5]([O:14][CH2:15][CH2:16][Si:17]([CH3:18])([CH3:19])[CH3:20])[c:6]2[c:10]([c:11]1[CH3:12])[CH2:9][O:8][C:7]2=[O:13].